Dataset: the Open Reaction Database (ORD), a public repository of structured organic reaction records. Task: describe an organic reaction: reactants, conditions, products, and yield Reactants: CCCC(=O)c1cnc2c(C3CO3)cccc2c1Nc1ccccc1C, C1COCCN1, C1COCCO1. Yields the product CCCC(=O)c1cnc2c(C(O)CN3CCOCC3)cccc2c1Nc1ccccc1C. As a reaction SMILES: [C:1]([CH2:2][CH2:3][CH3:4])(=[O:5])[c:6]1[cH:7][n:8][c:9]2[c:10]([CH:24]3[O:25][CH2:26]3)[cH:11][cH:12][cH:13][c:14]2[c:15]1[NH:16][c:17]1[c:18]([CH3:23])[cH:19][cH:20][cH:21][cH:22]1.[CH2:27]1[CH2:28][O:29][CH2:30][CH2:31][NH:32]1.[O:33]1[CH2:34][CH2:35][O:36][CH2:37][CH2:38]1>>[C:1]([CH2:2][CH2:3][CH3:4])(=[O:5])[c:6]1[cH:7][n:8][c:9]2[c:10]([CH:24]([OH:25])[CH2:26][N:32]3[CH2:27][CH2:28][O:29][CH2:30][CH2:31]3)[cH:11][cH:12][cH:13][c:14]2[c:15]1[NH:16][c:17]1[c:18]([CH3:23])[cH:19][cH:20][cH:21][cH:22]1. Starting materials: C1(=CC=CC2=CC=CC=C12)S(=O)(=O)NN (1-naphthalenesulfonohydrazide), C(C1=CC=CC=C1)=O (benzaldehyde). Solvent: CO (methanol). Conditions: time 1 hour. Product: C(C1=CC=CC=C1)=NNS(=O)(=O)C1=CC=CC2=CC=CC=C12 (N′-benzylidene-1-naphthalenesulfonohydrazide). RXN SMILES: [C:1]1([S:11]([NH:14][NH2:15])(=[O:13])=[O:12])[C:10]2[C:5](=[CH:6][CH:7]=[CH:8][CH:9]=2)[CH:4]=[CH:3][CH:2]=1.[CH:16](=O)[C:17]1[CH:22]=[CH:21][CH:20]=[CH:19][CH:18]=1>CO>[CH:16](=[N:15][NH:14][S:11]([C:1]1[C:10]2[C:5](=[CH:6][CH:7]=[CH:8][CH:9]=2)[CH:4]=[CH:3][CH:2]=1)(=[O:12])=[O:13])[C:17]1[CH:22]=[CH:21][CH:20]=[CH:19][CH:18]=1. Reported procedure: A four neck flask (1 liter) equipped with a thermometer, a reflux condenser and a stirrer was charged with 111 g (0.5 mol) of 1-naphthalenesulfonohydrazide and 700 ml of methanol, and 63.6 g (0.6 mol) of benzaldehyde was dropwise added thereto in one hour while stirring at room temperature and heated under reflux for about 5 hours. The reaction liquid was cooled down to 20° C. or lower, and then crystal was filtered off and dried under reduced pressure, whereby white crystal was obtained. Reactants: Cl (hydrochloric acid), [Cl-].[Al+3].[Cl-].[Cl-] (aluminium chloride), S1C(=CC2=C1SC=C2)C(=O)OC (methyl thieno[2,3-b]thiophene-2-carboxylate), FC1=CC=C(C(=O)Cl)C=C1 (4-fluorobenzoyl chloride). Solvent: C(Cl)Cl (methylene chloride), C(Cl)Cl (methylene chloride), O (water), C(Cl)Cl (methylene chloride). Conditions: temperature 20 celsius, time 3 hour. Yields the product FC1=CC=C(C(=O)C2=CC3=C(S2)SC(=C3)C(=O)OC)C=C1 (Methyl 5-(4-fluorobenzoyl)-thieno[2,3-b]thiophene-2-carboxylate). Yield: 79.5%. Reaction SMILES: [Cl-].[Al+3].[Cl-].[Cl-].[S:5]1[C:9]2[S:10][CH:11]=[CH:12][C:8]=2[CH:7]=[C:6]1[C:13]([O:15][CH3:16])=[O:14].[F:17][C:18]1[CH:26]=[CH:25][C:21]([C:22](Cl)=[O:23])=[CH:20][CH:19]=1.Cl>C(Cl)Cl.O>[F:17][C:18]1[CH:26]=[CH:25][C:21]([C:22]([C:11]2[S:10][C:9]3[S:5][C:6]([C:13]([O:15][CH3:16])=[O:14])=[CH:7][C:8]=3[CH:12]=2)=[O:23])=[CH:20][CH:19]=1 |f:0.1.2.3|. Procedure details: Anhydrous aluminium chloride (136 g) is added in small portions, over a period of 30 minutes, to a mixture of methyl thieno[2,3-b]thiophene-2-carboxylate (40.3 g) and 4-fluorobenzoyl chloride (32.3 g) in methylene chloride (1000 cc) at about 25° C. The reaction mixture is stirred for 3 hours at a temperature of about 20° C. and then hydrolysed, with care, by the addition over a period of 30 minutes of 0.5N aqueous hydrochloric acid (500 cc), the internal temperature being maintained at about 20°... Reactants: ON=C(C(=O)O)C1=CC(=CC=C1)O (2-hydroxyimino-2-(3-hydroxyphenyl)acetic acid), C(C1=CC=CC=C1)(=O)Cl (benzoyl chloride). Run in O1CCCC1 (tetrahydrofuran), petroleum ether. Conditions: time 6 hour. Yields the product C(C1=CC=CC=C1)(=O)ON=C(C(=O)O)C1=CC(=CC=C1)O (2-benzoyloxyimino-2-(3-hydroxyphenyl)acetic acid). Yield: 77.9%. Reaction SMILES: [OH:1][N:2]=[C:3]([C:7]1[CH:12]=[CH:11][CH:10]=[C:9]([OH:13])[CH:8]=1)[C:4]([OH:6])=[O:5].[C:14](Cl)(=[O:21])[C:15]1[CH:20]=[CH:19][CH:18]=[CH:17][CH:16]=1>O1CCCC1>[C:14]([O:1][N:2]=[C:3]([C:7]1[CH:12]=[CH:11][CH:10]=[C:9]([OH:13])[CH:8]=1)[C:4]([OH:6])=[O:5])(=[O:21])[C:15]1[CH:20]=[CH:19][CH:18]=[CH:17][CH:16]=1. Reported procedure: A mixture of 2-hydroxyimino-2-(3-hydroxyphenyl)acetic acid (syn isomer) (9.06 g.), benzoyl chloride (32.25 g.) and tetrahydrofuran (50 ml.) was stirred for 6 hours at ambient temperature. To the reaction mixture was added petroleum ether under 5° C. Precipitates were collected by filtration, washed with petroleum ether and dried to give 2-benzoyloxyimino-2-(3-hydroxyphenyl)acetic acid (syn isomer) (11.12 g.), mp 140° to 142° C. (dec.). The reactants are Cl (hydrochloric acid), Cl (hydrochloric acid), C(C)OC(C1=C(C=C(C=C1)N1C=C(C2=CC=C(C=C12)OCCNC(=O)OCC1=CC=CC=C1)C#N)OCOC)=O (4-[6-(2-benzyloxycarbonylaminoethyloxy)-3-cyanoindol-1-yl]-2-methoxymethoxybenzoic acid ethyl ester), C(C)O (ethanol), O.[OH-].[Li+] (lithium hydroxide mono hydrate). The solvent is O (water), O1CCCC1 (tetrahydrofuran). Run at time 3 hour. Yields the product C(C1=CC=CC=C1)OC(=O)NCCOC1=CC=C2C(=CN(C2=C1)C1=CC(=C(C(=O)O)C=C1)O)C#N (4-[6-(2-Benzyloxycarbonylaminoethyloxy)-3-cyanoindol-1-yl]-2-hydroxybenzoic acid). The yield is 79.9%. RXN SMILES: C([O:3][C:4](=[O:40])[C:5]1[CH:10]=[CH:9][C:8]([N:11]2[C:19]3[C:14](=[CH:15][CH:16]=[C:17]([O:20][CH2:21][CH2:22][NH:23][C:24]([O:26][CH2:27][C:28]4[CH:33]=[CH:32][CH:31]=[CH:30][CH:29]=4)=[O:25])[CH:18]=3)[C:13]([C:34]#[N:35])=[CH:12]2)=[CH:7][C:6]=1[O:36]COC)C.C(O)C.O.[OH-].[Li+].Cl>O.O1CCCC1>[CH2:27]([O:26][C:24]([NH:23][CH2:22][CH2:21][O:20][C:17]1[CH:18]=[C:19]2[C:14]([C:13]([C:34]#[N:35])=[CH:12][N:11]2[C:8]2[CH:9]=[CH:10][C:5]([C:4]([OH:40])=[O:3])=[C:6]([OH:36])[CH:7]=2)=[CH:15][CH:16]=1)=[O:25])[C:28]1[CH:33]=[CH:32][CH:31]=[CH:30][CH:29]=1 |f:2.3.4|. Reported procedure: To a solution of 4-[6-(2-benzyloxycarbonylaminoethyloxy)-3-cyanoindol-1-yl]-2-methoxymethoxybenzoic acid ethyl ester (0.14 g) in a mixed solvent of ethanol (2.5 mL), tetrahydrofuran (5 mL), and water (2.5 mL) was added lithium hydroxide mono hydrate (0.03 g), and this mixture was stirred at room temperature for 3 hours. To this reaction mixture was added 2 mol/L hydrochloric acid (0.75 mL), and this mixture was stirred at 50° C. for 5 hours. This reaction mixture was treated 1 mol/L hydrochloric... The reactants are CN(C)C=O, [Cl-], [H-], [H][H], [NH4+], [Na+], BrCCc1ccccc1, O=c1[nH]c2ccccc2s1. Yields the product O=c1sc2ccccc2n1CCc1ccccc1. Reaction SMILES: [CH3:26][N:27]([CH3:28])[CH:29]=[O:30].[Cl-:24].[H-:11].[H:13][H:14].[NH4+:25].[Na+:12].[c:15]1([CH2:21][CH2:22][Br:23])[cH:16][cH:17][cH:18][cH:19][cH:20]1.[s:1]1[c:2](=[O:10])[nH:3][c:4]2[c:5]1[cH:6][cH:7][cH:8][cH:9]2>>[s:1]1[c:2](=[O:10])[n:3]([CH2:22][CH2:21][c:15]2[cH:16][cH:17][cH:18][cH:19][cH:20]2)[c:4]2[c:5]1[cH:6][cH:7][cH:8][cH:9]2. Starting materials: [N+](=O)([O-])C=1C=CC2=C(N=C(O2)C2=CC=CC=C2)C1CC#N ((5-nitro-2-phenyl-benzoxazole4-yl)-acetonitrile), crude acid, [N+](=O)([O-])C=1C=CC2=C(N=C(O2)C2=CC=CC=C2)C1CC#N ((5-nitro-2-phenyl-benzoxazole4-yl)-acetonitrile), OS(=O)(=O)O.O (H2SO4 H2O). The reagents and catalysts are [Zn] (zinc). Solvent: C(C)(=O)O (acetic acid), O (water). Run at temperature 100 celsius, time 30 minute. The product is C1(=CC=CC=C1)C=1OC=2C(=C3CC(NC3=CC2)=O)N1 (2-phenyl-6,8-dihydro-oxazolo[4,5-e]indol-7-one). RXN SMILES: [N+]([C:4]1[CH:5]=[CH:6][C:7]2[O:11][C:10]([C:12]3[CH:17]=[CH:16][CH:15]=[CH:14][CH:13]=3)=[N:9][C:8]=2[C:18]=1[CH2:19][C:20]#[N:21])([O-])=O.[OH:22]S(O)(=O)=O.O>O.C(O)(=O)C.[Zn]>[C:12]1([C:10]2[O:11][C:7]3[C:8]([N:9]=2)=[C:18]2[C:4](=[CH:5][CH:6]=3)[NH:21][C:20](=[O:22])[CH2:19]2)[CH:13]=[CH:14][CH:15]=[CH:16][CH:17]=1 |f:1.2|. Procedure details: A solution of (5-nitro-2-phenyl-benzoxazole4-yl)-acetonitrile (1.10 g, 3.98 mmol) (Starting Material 5) was suspended in concentrated H2SO4 /H2O (1/1, 25 mL) and stirred at 100° C. for 30 min. The resulting solution was diluted with water and extracted with ethyl acetate, and the combined organic extracts were dried over anhydrous magnesium sulfate and concentrated in vacuo to give the crude acid. To a solution of the crude acid in acetic acid (10 mL) heated at reflux was added excess zinc dust ... Reactants: BrCCCC(=O)Cl (4-bromobutyryl chloride), C(C1=CC=CC=C1)O (benzyl alcohol), O (water), C([O-])([O-])=O.[K+].[K+] (potassium carbonate). Run in ClCCl (dichloromethane). Reaction conditions: time 2 hour. Yields the product BrCCCC(=O)OCC1=CC=CC=C1 (Benzyl 4-bromobutanoate). Yield: 83.3%. RXN SMILES: [Br:1][CH2:2][CH2:3][CH2:4][C:5](Cl)=[O:6].[CH2:8]([OH:15])[C:9]1[CH:14]=[CH:13][CH:12]=[CH:11][CH:10]=1.C(=O)([O-])[O-].[K+].[K+].O>ClCCl>[Br:1][CH2:2][CH2:3][CH2:4][C:5]([O:15][CH2:8][C:9]1[CH:14]=[CH:13][CH:12]=[CH:11][CH:10]=1)=[O:6] |f:2.3.4|. Procedure details: To a solution of 4-bromobutyryl chloride (Aldrich Chemical Company, Wisconsin), (10.27 g, 55.4 mmol) in 100 mL of dichloromethane was added benzyl alcohol (Aldrich Chemical Company, Wisconsin), (6.29 g, 58.1 mmol), followed by potassium carbonate (8.3 g, 60 mmol) in four portions. After 2 hours, water was added, and the layers were separated. The organic layer was washed with water, brine, and dried over magnesium sulfate. Evaporation of the solvent gave the title compound (11.87 g, 83% yield) a... Starting materials: COC(=O)CBr, O=C([O-])[O-], CC(C)=O, [K+], [K+], Oc1cc(O)c2ccccc2c1. As a reaction SMILES: [Br:19][CH2:20][C:21](=[O:22])[O:23][CH3:24].[C:13](=[O:14])([O-:15])[O-:16].[CH3:25][C:26](=[O:27])[CH3:28].[K+:17].[K+:18].[OH:1][c:2]1[cH:3][c:4]([OH:12])[cH:5][c:6]2[cH:7][cH:8][cH:9][cH:10][c:11]12>>[OH:1][c:2]1[cH:3][c:4]([O:12][CH2:20][C:21](=[O:22])[O:23][CH3:24])[cH:5][c:6]2[cH:7][cH:8][cH:9][cH:10][c:11]12. Product: COC(=O)COc1cc(O)c2ccccc2c1. Starting materials: CC(C)(C)Nc1ccc(Br)cc1[N+](=O)[O-], CC1(C)OB(c2cnc(N)nc2)OC1(C)C, [K+], [K+], O=C([O-])[O-], CN(C)C=O, O, c1ccc(P(c2ccccc2)(c2ccccc2)[Pd](P(c2ccccc2)(c2ccccc2)c2ccccc2)(P(c2ccccc2)(c2ccccc2)c2ccccc2)P(c2ccccc2)(c2ccccc2)c2ccccc2)cc1. Yields the product CC(C)(C)Nc1ccc(-c2cnc(N)nc2)cc1[N+](=O)[O-]. Reaction SMILES: [Br:1][c:2]1[cH:3][c:4]([N+:13](=[O:14])[O-:15])[c:5]([NH:8][C:9]([CH3:10])([CH3:11])[CH3:12])[cH:6][cH:7]1.[CH3:16][C:17]1([CH3:18])[C:19]([CH3:20])([CH3:21])[O:22][B:23]([c:24]2[cH:25][n:26][c:27]([NH2:30])[n:28][cH:29]2)[O:31]1.[K+:32].[K+:33].[O-:34][C:35]([O-:36])=[O:37].[O:38]=[CH:39][N:40]([CH3:41])[CH3:42].[OH2:43].[cH:44]1[cH:45][cH:46][c:47]([P:48]([Pd:49]([P:50]([c:51]2[cH:52][cH:53][cH:54][cH:55][cH:56]2)([c:57]2[cH:58][cH:59][cH:60][cH:61][cH:62]2)[c:63]2[cH:64][cH:65][cH:66][cH:67][cH:68]2)([P:69]([c:70]2[cH:71][cH:72][cH:73][cH:74][cH:75]2)([c:76]2[cH:77][cH:78][cH:79][cH:80][cH:81]2)[c:82]2[cH:83][cH:84][cH:85][cH:86][cH:87]2)[P:88]([c:89]2[cH:90][cH:91][cH:92][cH:93][cH:94]2)([c:95]2[cH:96][cH:97][cH:98][cH:99][cH:100]2)[c:101]2[cH:102][cH:103][cH:104][cH:105][cH:106]2)([c:107]2[cH:108][cH:109][cH:110][cH:111][cH:112]2)[c:113]2[cH:114][cH:115][cH:116][cH:117][cH:118]2)[cH:119][cH:120]1>>[c:2]1(-[c:24]2[cH:25][n:26][c:27]([NH2:30])[n:28][cH:29]2)[cH:3][c:4]([N+:13](=[O:14])[O-:15])[c:5]([NH:8][C:9]([CH3:10])([CH3:11])[CH3:12])[cH:6][cH:7]1.